Dataset: the Open Reaction Database (ORD), a public repository of structured organic reaction records. Task: describe an organic reaction: reactants, conditions, products, and yield Starting materials: ClCCl, COC(=O)c1ccccc1S(=O)(=O)N=C=O, COc1nc(C)nc(N)n1. Product: COC(=O)c1ccccc1S(=O)(=O)NC(=O)Nc1nc(C)nc(OC)n1. Reaction SMILES: [CH2:27]([Cl:28])[Cl:29].[CH3:11][O:12][C:13](=[O:14])[c:15]1[c:16]([S:21](=[O:22])(=[O:23])[N:24]=[C:25]=[O:26])[cH:17][cH:18][cH:19][cH:20]1.[NH2:1][c:2]1[n:3][c:4]([CH3:10])[n:5][c:6]([O:8][CH3:9])[n:7]1>>[NH:1]([c:2]1[n:3][c:4]([CH3:10])[n:5][c:6]([O:8][CH3:9])[n:7]1)[C:25]([NH:24][S:21]([c:16]1[c:15]([C:13]([O:12][CH3:11])=[O:14])[cH:20][cH:19][cH:18][cH:17]1)(=[O:22])=[O:23])=[O:26]. The reactants are C(C)(=O)C1=CC2=C(CCN(CC2)C(=O)OC(C)(C)C)C=C1 (7-acetyl-3-(tert-butyloxycarbonyl)-2,3,4,5-tetrahydro-1H-3-benzazepine), [Se](=O)=O (selenium dioxide), [OH-].[K+] (KOH), C(CN)N (ethylenediamine). The solvent is O1CCOCC1 (dioxan), O1CCOCC1 (dioxan), O (water), C(C)O (ethanol), C(C)O (ethanol). The product is C(C)(C)(C)OC(=O)N1CCC2=C(CC1)C=CC(=C2)C2=NC=CN=C2 (3-(tert-Butyloxycarbonyl)-7-(pyrazin-2-yl)-2,3,4,5-tetrahydro-1H-3-benzazepine). Isolated yield 25.6%. As a reaction SMILES: [C:1]([C:4]1[CH:21]=[CH:20][C:7]2[CH2:8][CH2:9][N:10]([C:13]([O:15][C:16]([CH3:19])([CH3:18])[CH3:17])=[O:14])[CH2:11][CH2:12][C:6]=2[CH:5]=1)(=O)[CH3:2].[Se](=O)=O.[CH2:25]([NH2:28])[CH2:26][NH2:27].[OH-].[K+]>O1CCOCC1.O.C(O)C>[C:16]([O:15][C:13]([N:10]1[CH2:9][CH2:8][C:7]2[CH:20]=[CH:21][C:4]([C:1]3[CH:2]=[N:28][CH:25]=[CH:26][N:27]=3)=[CH:5][C:6]=2[CH2:12][CH2:11]1)=[O:14])([CH3:19])([CH3:18])[CH3:17] |f:3.4|. Reported procedure: To a stirred solution of 7-acetyl-3-(tert-butyloxycarbonyl)-2,3,4,5-tetrahydro-1H-3-benzazepine (12 g, 42 mmol) in dioxan (60 ml) was added selenium dioxide (4.61 g, 42 mmol) in dioxan (60 ml) and water (15 ml). The mixture was heated under reflux for 18 h., cooled and the solid residue filtered. The filtrate was evaporated in vacuo and the residue azeotroped with toluene to give an orange gum which was dissolved in ethanol and added dropwise to a stirred solution of ethylenediamine (3 g, 50 mmo... The reactants are FC=1C=C(C(=O)OCC)C=CC1OC1=CC(=CC(=C1)C(=O)NC1=NN(C=C1)C)O[C@H](CO)C (ethyl 3-fluoro-4-(3-[(1S)-2-hydroxy-1-methylethoxy]-5-{[(1-methyl-1H-pyrazol-3-yl)amino]carbonyl}phenoxy)benzoate), O.[OH-].[Li+] (lithium hydroxide monohydrate). Run in C1CCOC1 (THF), O (water). Reaction conditions: time 72 hour. Product: FC=1C=C(C(=O)O)C=CC1OC1=CC(=CC(=C1)C(=O)NC1=NN(C=C1)C)O[C@H](CO)C (3-Fluoro-4-(3-[(1S)-2-hydroxy-1-methylethoxy]-5-{[(1-methyl-1H-pyrazol-3-yl)amino]carbonyl}phenoxy)benzoic acid). The yield is 95.8%. RXN SMILES: [F:1][C:2]1[CH:3]=[C:4]([CH:10]=[CH:11][C:12]=1[O:13][C:14]1[CH:19]=[C:18]([C:20]([NH:22][C:23]2[CH:27]=[CH:26][N:25]([CH3:28])[N:24]=2)=[O:21])[CH:17]=[C:16]([O:29][C@@H:30]([CH3:33])[CH2:31][OH:32])[CH:15]=1)[C:5]([O:7]CC)=[O:6].O.[OH-].[Li+]>C1COCC1.O>[F:1][C:2]1[CH:3]=[C:4]([CH:10]=[CH:11][C:12]=1[O:13][C:14]1[CH:19]=[C:18]([C:20]([NH:22][C:23]2[CH:27]=[CH:26][N:25]([CH3:28])[N:24]=2)=[O:21])[CH:17]=[C:16]([O:29][C@@H:30]([CH3:33])[CH2:31][OH:32])[CH:15]=1)[C:5]([OH:7])=[O:6] |f:1.2.3|. Procedure: A solution of ethyl 3-fluoro-4-(3-[(1S)-2-hydroxy-1-methylethoxy]-5-{[(1-methyl-1H-pyrazol-3-yl)amino]carbonyl}phenoxy)benzoate (1.8 g, 3.94 mmol) in THF (60 mL) was added to a solution of lithium hydroxide monohydrate (0.83 g, 19.7 mmol) in water (30 mL). The mixture was stirred at RT for 72 hours and the THF removed in vacuo. The aqueous layer was extracted into ethyl acetate (100 mL) to remove any impurities, then acidified with 1M hydrochloric acid and extracted into ethyl acetate (2×100 mL)... The reactants are CO, N#CCc1ccc(OCc2ccccc2)c(N)c1. Product: NCCc1ccc(OCc2ccccc2)c(N)c1. Reaction SMILES: [CH3:19][OH:20].[NH2:1][c:2]1[cH:3][c:4]([CH2:16][C:17]#[N:18])[cH:5][cH:6][c:7]1[O:8][CH2:9][c:10]1[cH:11][cH:12][cH:13][cH:14][cH:15]1>>[NH2:1][c:2]1[cH:3][c:4]([CH2:16][CH2:17][NH2:18])[cH:5][cH:6][c:7]1[O:8][CH2:9][c:10]1[cH:11][cH:12][cH:13][cH:14][cH:15]1. Starting materials: COc1ccc(CNC(=O)C2(CCCCBr)c3ccccc3-c3ccccc32)cc1, CC1CN(c2ccc3c(Cl)cccc3n2)CC(C)N1. The product is COc1ccc(CNC(=O)C2(CCCCN3C(C)CN(c4ccc5c(Cl)cccc5n4)CC3C)c3ccccc3-c3ccccc32)cc1. As a reaction SMILES: [CH3:1][O:2][c:3]1[cH:4][cH:5][c:6]([CH2:7][NH:8][C:9](=[O:10])[C:11]2([CH2:24][CH2:25][CH2:26][CH2:27][Br:28])[c:12]3[cH:13][cH:14][cH:15][cH:16][c:17]3-[c:18]3[cH:19][cH:20][cH:21][cH:22][c:23]32)[cH:29][cH:30]1.[Cl:31][c:32]1[c:33]2[cH:34][cH:35][c:36]([N:42]3[CH2:43][CH:44]([CH3:49])[NH:45][CH:46]([CH3:48])[CH2:47]3)[n:37][c:38]2[cH:39][cH:40][cH:41]1>>[CH3:1][O:2][c:3]1[cH:4][cH:5][c:6]([CH2:7][NH:8][C:9](=[O:10])[C:11]2([CH2:24][CH2:25][CH2:26][CH2:27][N:45]3[CH:44]([CH3:49])[CH2:43][N:42]([c:36]4[cH:35][cH:34][c:33]5[c:32]([Cl:31])[cH:41][cH:40][cH:39][c:38]5[n:37]4)[CH2:47][CH:46]3[CH3:48])[c:12]3[cH:13][cH:14][cH:15][cH:16][c:17]3-[c:18]3[cH:19][cH:20][cH:21][cH:22][c:23]32)[cH:29][cH:30]1. Reactants: CCN=C=NCCCN(C)C, CN(C)c1ccncc1, CCOC(C)=O, CCOC(=O)C1CCOc2cc(Oc3ccc(C(=O)O)cc3)c(Cl)cc21, Cl, CN(C)C=O, NC1CCCC(c2ccccc2)C1. Yields the product CCOC(=O)C1CCOc2cc(Oc3ccc(C(=O)NC4CCCC(c5ccccc5)C4)cc3)c(Cl)cc21. As a reaction SMILES: [CH2:41]([N:42]=[C:43]=[N:44][CH2:45][CH2:46][CH2:47][N:48]([CH3:49])[CH3:50])[CH3:51].[CH3:52][N:53]([CH3:54])[c:55]1[cH:56][cH:57][n:58][cH:59][cH:60]1.[CH3:66][CH2:67][O:68][C:69]([CH3:70])=[O:71].[Cl:1][c:2]1[cH:3][c:4]2[c:9]([cH:10][c:11]1[O:12][c:13]1[cH:14][cH:15][c:16]([C:17](=[O:18])[OH:19])[cH:20][cH:21]1)[O:8][CH2:7][CH2:6][CH:5]2[C:22](=[O:23])[O:24][CH2:25][CH3:26].[ClH:40].[O:61]=[CH:62][N:63]([CH3:64])[CH3:65].[c:27]1([CH:33]2[CH2:34][CH:35]([NH2:39])[CH2:36][CH2:37][CH2:38]2)[cH:28][cH:29][cH:30][cH:31][cH:32]1>>[Cl:1][c:2]1[cH:3][c:4]2[c:9]([cH:10][c:11]1[O:12][c:13]1[cH:14][cH:15][c:16]([C:17](=[O:19])[NH:39][CH:35]3[CH2:34][CH:33]([c:27]4[cH:28][cH:29][cH:30][cH:31][cH:32]4)[CH2:38][CH2:37][CH2:36]3)[cH:20][cH:21]1)[O:8][CH2:7][CH2:6][CH:5]2[C:22](=[O:23])[O:24][CH2:25][CH3:26]. The reactants are ClC=1N=CN(C1)C1=C(C=C(C=C1)NC=1N=C(C2=C(N1)C(CC2)C2=CC(=C(C=C2)F)F)NC)OC (N2-(4-(4-chloro-1H-imidazol-1-yl)-3-methoxyphenyl)-7-(3,4-difluorophenyl)-N4-methyl-6,7-dihydro-5H-cyclopenta[d]pyrimidine-2,4-diamine), 96B. The solvent is CO (methanol), C(=O)=O (CO2), CO (methanol). Yields the product ClC=1N=CN(C1)C1=C(C=C(C=C1)NC=1N=C(C2=C(N1)[C@H](CC2)C2=CC(=C(C=C2)F)F)NC)OC ((R)—N2-(4-(4-Chloro-1H-imidazol-1-yl)-3-methoxyphenyl)-7-(3,4-difluorophenyl)-N4-methyl-6,7-dihydro-5H-cyclopenta[d]pyrimidine-2,4-diamine). Reaction SMILES: [Cl:1][C:2]1[N:3]=[CH:4][N:5]([C:7]2[CH:12]=[CH:11][C:10]([NH:13][C:14]3[N:15]=[C:16]([NH:31][CH3:32])[C:17]4[CH2:22][CH2:21][CH:20]([C:23]5[CH:28]=[CH:27][C:26]([F:29])=[C:25]([F:30])[CH:24]=5)[C:18]=4[N:19]=3)=[CH:9][C:8]=2[O:33][CH3:34])[CH:6]=1>C(=O)=O.CO>[Cl:1][C:2]1[N:3]=[CH:4][N:5]([C:7]2[CH:12]=[CH:11][C:10]([NH:13][C:14]3[N:15]=[C:16]([NH:31][CH3:32])[C:17]4[CH2:22][CH2:21][C@H:20]([C:23]5[CH:28]=[CH:27][C:26]([F:29])=[C:25]([F:30])[CH:24]=5)[C:18]=4[N:19]=3)=[CH:9][C:8]=2[O:33][CH3:34])[CH:6]=1. Procedure: A racemic mixture of N2-(4-(4-chloro-1H-imidazol-1-yl)-3-methoxyphenyl)-7-(3,4-difluorophenyl)-N4-methyl-6,7-dihydro-5H-cyclopenta[d]pyrimidine-2,4-diamine (1.4 g, 2.345 mmol from Example 96) was purified using chiral SFC to afford 475 mg of peak A (Example 96A) and 435 mg of peak B (Example 96B). SFC Method: Chiralpak OJ-H (4.6×250 mm, 5 μM), 25% methanol (0.1% diethylamine) in CO2, 35° C., flow rate mL/min for 14 min, absorbance 268 nm, injection 5 μL of 2 mg/mL solution in methanol (multiple ...